Dataset: the Open Reaction Database (ORD), a public repository of structured organic reaction records. Task: describe an organic reaction: reactants, conditions, products, and yield The reactants are C(O)CN (ethanolamine), ClCCSC1=C(C=CC=C1)C(C)(C)NC=1C(N(C=CN1)C=1C=C(C(=O)NC2CC2)C=C(C1C)F)=O (3-{3-[(1-{2-[(2-chloroethyl)sulfanyl]phenyl}-1-methylethyl)amino]-2-oxopyrazin-1(2H)-yl}-N-cyclopropyl-5-fluoro-4-methylbenzamide). The product is C1(CC1)NC(C1=CC(=C(C(=C1)N1C(C(=NC=C1)NC(C)(C)C1=C(C=CC=C1)SCCNCCO)=O)C)F)=O (N-Cyclopropyl-3-fluoro-5-[3-({1-[2-({2-[(2-hydroxyethyl)amino]ethyl}sulfanyl)phenyl]-1-methylethyl}amino)-2-oxopyrazin-1(2H)-yl]-4-methylbenzamide). As a reaction SMILES: [CH2:1]([CH2:3][NH2:4])[OH:2].Cl[CH2:6][CH2:7][S:8][C:9]1[CH:14]=[CH:13][CH:12]=[CH:11][C:10]=1[C:15]([NH:18][C:19]1[C:20](=[O:39])[N:21]([C:25]2[CH:26]=[C:27]([CH:34]=[C:35]([F:38])[C:36]=2[CH3:37])[C:28]([NH:30][CH:31]2[CH2:33][CH2:32]2)=[O:29])[CH:22]=[CH:23][N:24]=1)([CH3:17])[CH3:16]>>[CH:31]1([NH:30][C:28](=[O:29])[C:27]2[CH:26]=[C:25]([N:21]3[CH:22]=[CH:23][N:24]=[C:19]([NH:18][C:15]([C:10]4[CH:11]=[CH:12][CH:13]=[CH:14][C:9]=4[S:8][CH2:7][CH2:6][NH:4][CH2:3][CH2:1][OH:2])([CH3:17])[CH3:16])[C:20]3=[O:39])[C:36]([CH3:37])=[C:35]([F:38])[CH:34]=2)[CH2:32][CH2:33]1. Procedure details: The title compound was prepared from ethanolamine and 3-{3-[(1-{2-[(2-chloroethyl)sulfanyl]phenyl}-1-methylethyl)amino]-2-oxopyrazin-1(2H)-yl}-N-cyclopropyl-5-fluoro-4-methylbenzamide (Example 321a) using a similar method to that described for Example 252l. The crude product was purified by preparative HPLC (X-Bridge column eluting with 95-5% gradient of aqueous 0.2% ammonia in acetonitrile) to give the title compound as a solid. The reactants are C1CCOC1, C1CCOC1, COC(=O)CCCc1nnc(-c2nccs2)c2cc(OC)ccc12, N. The product is COc1ccc2c(CCCC(N)=O)nnc(-c3nccs3)c2c1. Reaction SMILES: [CH2:25]1[O:26][CH2:27][CH2:28][CH2:29]1.[CH2:31]1[O:32][CH2:33][CH2:34][CH2:35]1.[CH3:1][O:2][C:3]([CH2:4][CH2:5][CH2:6][c:7]1[n:8][n:9][c:10](-[c:19]2[s:20][cH:21][cH:22][n:23]2)[c:11]2[cH:12][c:13]([O:17][CH3:18])[cH:14][cH:15][c:16]12)=[O:24].[NH3:30]>>[O:2]=[C:3]([CH2:4][CH2:5][CH2:6][c:7]1[n:8][n:9][c:10](-[c:19]2[s:20][cH:21][cH:22][n:23]2)[c:11]2[cH:12][c:13]([O:17][CH3:18])[cH:14][cH:15][c:16]12)[NH2:30]. Starting materials: ClCCl, CC(CCN1CCOCC1)C(=O)O, C(=NC1CCCCC1)=NC1CCCCC1, Cl, CCCCCC(C)C(C)c1cc(O)c2c(c1)OC(C)(C)C1=C2C(C)CCC1. Yields the product CCCCCC(C)C(C)c1cc(OC(=O)C(C)CCN2CCOCC2)c2c(c1)OC(C)(C)C1=C2C(C)CCC1. As a reaction SMILES: [CH2:57]([Cl:58])[Cl:59].[CH3:29][CH:30]([C:31](=[O:32])[OH:33])[CH2:34][CH2:35][N:36]1[CH2:37][CH2:38][O:39][CH2:40][CH2:41]1.[CH:42]1([N:43]=[C:44]=[N:45][CH:46]2[CH2:47][CH2:48][CH2:49][CH2:50][CH2:51]2)[CH2:52][CH2:53][CH2:54][CH2:55][CH2:56]1.[ClH:28].[OH:1][c:2]1[cH:3][c:4]([CH:19]([CH3:20])[CH:21]([CH2:22][CH2:23][CH2:24][CH2:25][CH3:26])[CH3:27])[cH:5][c:6]2[c:11]1[C:10]1=[C:9]([C:8]([CH3:17])([CH3:18])[O:7]2)[CH2:15][CH2:14][CH2:13][CH:12]1[CH3:16]>>[O:1]([c:2]1[cH:3][c:4]([CH:19]([CH3:20])[CH:21]([CH2:22][CH2:23][CH2:24][CH2:25][CH3:26])[CH3:27])[cH:5][c:6]2[c:11]1[C:10]1=[C:9]([C:8]([CH3:17])([CH3:18])[O:7]2)[CH2:15][CH2:14][CH2:13][CH:12]1[CH3:16])[C:31]([CH:30]([CH3:29])[CH2:34][CH2:35][N:36]1[CH2:37][CH2:38][O:39][CH2:40][CH2:41]1)=[O:32]. Reactants: BrC1=CC(=CC=C1)I (1-bromo-3-iodobenzene), SCCC(=O)OCC (ethyl 3-mercaptopropionate). Reagents/catalysts: C=1C=CC(=CC1)/C=C/C(=O)/C=C/C2=CC=CC=C2.C=1C=CC(=CC1)/C=C/C(=O)/C=C/C2=CC=CC=C2.C=1C=CC(=CC1)/C=C/C(=O)/C=C/C2=CC=CC=C2.[Pd].[Pd] (tris(dibenzylideneacetone)dipalladium), C1(=CC=CC=C1)P([C-]1C=CC=C1)C1=CC=CC=C1.[C-]1(C=CC=C1)P(C1=CC=CC=C1)C1=CC=CC=C1.[Fe+2] (1,1′-bis(diphenylphosphino)ferrocene). Run in C(C)(=O)OCC (ethyl acetate), CN(C=O)C (dimethylformamide), C(C)N(CC)CC (triethylamine). Reaction conditions: temperature 60 celsius. Product: BrC=1C=C(C=CC1)SCCC(=O)OCC (Ethyl 3-[(3-bromophenyl)thio]propanoate). Reaction SMILES: [Br:1][C:2]1[CH:7]=[CH:6][CH:5]=[C:4](I)[CH:3]=1.[SH:9][CH2:10][CH2:11][C:12]([O:14][CH2:15][CH3:16])=[O:13]>CN(C)C=O.C(N(CC)CC)C.C(OCC)(=O)C.C1(P(C2C=CC=CC=2)[C-]2C=CC=C2)C=CC=CC=1.[C-]1(P(C2C=CC=CC=2)C2C=CC=CC=2)C=CC=C1.[Fe+2].C1C=CC(/C=C/C(/C=C/C2C=CC=CC=2)=O)=CC=1.C1C=CC(/C=C/C(/C=C/C2C=CC=CC=2)=O)=CC=1.C1C=CC(/C=C/C(/C=C/C2C=CC=CC=2)=O)=CC=1.[Pd].[Pd]>[Br:1][C:2]1[CH:3]=[C:4]([S:9][CH2:10][CH2:11][C:12]([O:14][CH2:15][CH3:16])=[O:13])[CH:5]=[CH:6][CH:7]=1 |f:5.6.7,8.9.10.11.12|. Procedure: A mixture of 1-bromo-3-iodobenzene (3 g) and 1,1′-bis(diphenylphosphino)ferrocene (90 mg) in dimethylformamide (10 ml) and triethylamine (2 ml) was treated with tris(dibenzylideneacetone)dipalladium (175 mg) at 20° C. under nitrogen. After 10 min ethyl 3-mercaptopropionate (1.14 ml) was added and the mixture was heated to 60° C. for 1.5 h. The mixture was diluted with ethyl acetate and washed with 2M hydrochloric acid, brine and dried (MgSO4). The filtrate was concentrated and chromatographed on...